Dataset: the Open Reaction Database (ORD), a public repository of structured organic reaction records. Task: describe an organic reaction: reactants, conditions, products, and yield Starting materials: Cl.NCCN1N=CC(=C1)C=1C=C(C=C(C1)C)NC1=NC=CC(=N1)C(F)F (N-(3-(1-(2-amino ethyl)-1H-pyrazol-4-yl)-5-methylphenyl)-4-(difluoromethyl)pyrimidin-2-amine hydrochloride), C1(CC1)C(=O)O (cyclopropanecarboxylic acid), [Cl-].ClC1[NH+](CCN1C)C (2-chloro-1,3-dimethylimidazolinium chloride), C(C)(C)N(C(C)C)CC (N,N-diisopropylethylamine). The solvent is ClCCl (Dichloromethane). Conditions: time 10 minute. Product: FC(C1=NC(=NC=C1)NC=1C=C(C=C(C1)C)C=1C=NN(C1)CCNC(=O)C1CC1)F (N-(2-(4-(3-((4-(difluoromethyl)pyrimidin-2-yl)amino)-5-methylphenyl)-1H-pyrazol-1-yl)ethyl)cyclopropanecarboxamide). RXN SMILES: C(N(CC)C(C)C)(C)C.[CH:10]1([C:13]([OH:15])=O)[CH2:12][CH2:11]1.[Cl-].ClC1N(C)CC[NH+]1C.Cl.[NH2:26][CH2:27][CH2:28][N:29]1[CH:33]=[C:32]([C:34]2[CH:35]=[C:36]([NH:41][C:42]3[N:47]=[C:46]([CH:48]([F:50])[F:49])[CH:45]=[CH:44][N:43]=3)[CH:37]=[C:38]([CH3:40])[CH:39]=2)[CH:31]=[N:30]1>ClCCl>[F:50][CH:48]([F:49])[C:46]1[CH:45]=[CH:44][N:43]=[C:42]([NH:41][C:36]2[CH:35]=[C:34]([C:32]3[CH:31]=[N:30][N:29]([CH2:28][CH2:27][NH:26][C:13]([CH:10]4[CH2:12][CH2:11]4)=[O:15])[CH:33]=3)[CH:39]=[C:38]([CH3:40])[CH:37]=2)[N:47]=1 |f:2.3,4.5|. Procedure details: Dichloromethane (1 mL) and N,N-diisopropylethylamine (0.087 mL, 0.50 mmol) were added to a vial containing cyclopropanecarboxylic acid (17.2 mg, 0.2 mmol) and 2-chloro-1,3-dimethylimidazolinium chloride (0.025 g, 0.15 mmol). The reaction mixture was stirred for 10 minutes and N-(3-(1-(2-amino ethyl)-1H-pyrazol-4-yl)-5-methylphenyl)-4-(difluoromethyl)pyrimidin-2-amine hydrochloride (38 mg, 0.10 mmol) was added. The reaction mixture was stirred for two hours and then concentrated under reduced pre... The reactants are COC1=CC2=C(NC(=N2)C2=NNC=C2NC(=O)C2CN(CCO2)C(=O)OC(C)(C)C)C=C1OC (N-[3-(5,6-dimethoxy-1H-benzimidazol-2-yl)-1H-pyrazol-4-yl]-rac-4-BOC-2-morpholine carboxamide), C1(=CC=CC=C1)OC (anisole), FC(C(=O)O)(F)F (trifluoroacetic acid). Solvent: ClCCl (dichloromethane). Reaction conditions: time 3 hour. Yields the product FC(C(=O)O)(F)F.COC1=CC2=C(NC(=N2)C2=NNC=C2NC(=O)C2CNCCO2)C=C1OC (N-[3-(5,6-dimethoxy-1H-benzimidazol-2-yl)-1H-pyrazol-4-yl]-rac-2-morpholine carboxamide-trifluoroacetic acid salt). Reaction SMILES: [CH3:1][O:2][C:3]1[C:32]([O:33][CH3:34])=[CH:31][C:6]2[NH:7][C:8]([C:10]3[C:14]([NH:15][C:16]([CH:18]4[O:23][CH2:22][CH2:21][N:20](C(OC(C)(C)C)=O)[CH2:19]4)=[O:17])=[CH:13][NH:12][N:11]=3)=[N:9][C:5]=2[CH:4]=1.C1(OC)C=CC=CC=1.[F:43][C:44]([F:49])([F:48])[C:45]([OH:47])=[O:46]>ClCCl>[F:43][C:44]([F:49])([F:48])[C:45]([OH:47])=[O:46].[CH3:34][O:33][C:32]1[C:3]([O:2][CH3:1])=[CH:4][C:5]2[NH:9][C:8]([C:10]3[C:14]([NH:15][C:16]([CH:18]4[O:23][CH2:22][CH2:21][NH:20][CH2:19]4)=[O:17])=[CH:13][NH:12][N:11]=3)=[N:7][C:6]=2[CH:31]=1 |f:4.5|. Procedure: N-[3-(5,6-dimethoxy-1H-benzimidazol-2-yl)-1H-pyrazol-4-yl]-rac-4-BOC-2-morpholine carboxamide (65 mg, 0.14 mmol) and anisole (60 μl, 0.56 mmol) were dissolved in a mixture of trifluoroacetic acid and dichloromethane (1:1; 2 ml). After 3 hours at room temperature, the mixture was evaporated to dryness to give N-[3-(5,6-dimethoxy-1H-benzimidazol-2-yl)-1H-pyrazol-4-yl]-rac-2-morpholine carboxamide-trifluoroacetic acid salt (73 mg) as a colourless solid (LC/MS (acidic method): Rt 1.42 min, [M−H+]− 3... Starting materials: CC(C)=O, [O-][n+]1c(Cl)cnc2ccccc21, [N-]=[N+]=[N-], [Na+], O. Product: [N-]=[N+]=Nc1cnc2ccccc2[n+]1[O-]. As a reaction SMILES: [CH3:17][C:18](=[O:19])[CH3:20].[Cl:1][c:2]1[n+:3]([O-:12])[c:4]2[cH:5][cH:6][cH:7][cH:8][c:9]2[n:10][cH:11]1.[N-:14]=[N+:15]=[N-:16].[Na+:13].[OH2:21]>>[c:2]1([N:14]=[N+:15]=[N-:16])[n+:3]([O-:12])[c:4]2[cH:5][cH:6][cH:7][cH:8][c:9]2[n:10][cH:11]1. Starting materials: C1=C(C=CC2=CC=CC=C12)O (2-naphthol), C1=CC=CC2=CC=CC=C12 (naphthalene), CC1=CC2=CC=CC=C2C=C1 (2-methylnaphthalene). Product: C(C)OC1=CC2=CC=CC=C2C=C1 (2-ethoxynaphthalene), C1=C(C=CC2=CC=CC=C12)O (2-naphthol). Reaction SMILES: [CH:1]1[C:10]2[C:5](=[CH:6][CH:7]=[CH:8][CH:9]=2)[CH:4]=[CH:3][CH:2]=1.CC1C=CC2C(=CC=CC=2)C=1.[CH:22]1[C:31]2[C:26](=[CH:27][CH:28]=[CH:29][CH:30]=2)[CH:25]=[CH:24][C:23]=1[OH:32]>>[CH2:23]([O:32][C:7]1[CH:8]=[CH:9][C:10]2[C:5](=[CH:4][CH:3]=[CH:2][CH:1]=2)[CH:6]=1)[CH3:22].[CH:22]1[C:31]2[C:26](=[CH:27][CH:28]=[CH:29][CH:30]=2)[CH:25]=[CH:24][C:23]=1[OH:32]. Procedure details: Silylations of aryl alkyl ethers at elevated temperatures were conducted under the conditions applied to diaryl ethers to probe the cleavage selectivity of sp2 versus sp3 C—O bond. At the elevated temperatures of these experiments, the reaction of 2-methoxynaphthalene gave 2-naphthol as the major product in moderate yield (Scheme 1). GC-MS analysis of the crude reaction mixture indicated the presence of trace amounts of naphthalene along with 2-methylnaphthalene and further reduced species, incl... Starting materials: CO, Cl, [Fe], Nc1ccc(OCc2ccccc2)cc1[N+](=O)[O-], [NH4+], [OH-]. The product is Nc1ccc(OCc2ccccc2)cc1N. As a reaction SMILES: [CH3:23][OH:24].[ClH:19].[Fe:22].[NH2:1][c:2]1[c:3]([N+:16]([O-:17])=[O:18])[cH:4][c:5]([O:8][CH2:9][c:10]2[cH:11][cH:12][cH:13][cH:14][cH:15]2)[cH:6][cH:7]1.[NH4+:20].[OH-:21]>>[NH2:1][c:2]1[c:3]([NH2:16])[cH:4][c:5]([O:8][CH2:9][c:10]2[cH:11][cH:12][cH:13][cH:14][cH:15]2)[cH:6][cH:7]1. The reactants are ClC=1C(=CC(=C(N)C1)[N+](=O)[O-])C (5-chloro-4-methyl-2-nitroaniline), OS(=O)(=O)O.O (H2SO4 H2O), OCC(O)CO (glycerol), [Na+].[N+](=O)([O-])C=1C=C(C=CC1)S(=O)(=O)[O-] (3-nitrobenzensulfonic acid sodium salt). Yields the product ClC1=C2C=CC=NC2=C(C=C1C)[N+](=O)[O-] (5-Chloro-6-methyl-8-nitroquinoline). Yield: 29.7%. Reaction SMILES: [Cl:1][C:2]1[C:3]([CH3:12])=[CH:4][C:5]([N+:9]([O-:11])=[O:10])=[C:6]([CH:8]=1)[NH2:7].O[CH2:14][CH:15]([CH2:17]O)O.[Na+].[N+](C1C=C(S([O-])(=O)=O)C=CC=1)([O-])=O.OS(O)(=O)=O.O>>[Cl:1][C:2]1[C:3]([CH3:12])=[CH:4][C:5]([N+:9]([O-:11])=[O:10])=[C:6]2[C:8]=1[CH:14]=[CH:15][CH:17]=[N:7]2 |f:2.3,4.5|. Procedure details: In a similar fashion using route 10 general procedure 20, 5-chloro-4-methyl-2-nitroaniline (1.0 g, 5.3 mmol), glycerol (1.52 g, 16.6 mmol), 3-nitrobenzensulfonic acid sodium salt (1.55 g, 6.8 mmol) and H2SO4/H2O (6 ml, 7:5) gave the title compound (350 mg, 30%) which was used in the next step without purification. The reactants are FC1=C(C=CC=C1F)[C@@]12N=C(SC[C@@H]1[C@H](OC2)COC(C2=CC=CC=C2)(C2=CC=CC=C2)C2=CC=CC=C2)NC(C2=CC=CC=C2)=O (N-((4aS,5S,7aS)-7a-(2,3-difluorophenyl)-5-((trityloxy)methyl)-4a,5,7,7a-tetrahydro-4H-furo[3,4-d][1,3]thiazin-2-yl)benzamide), O (water), Cl (hydrochloric acid). The solvent is CO (methanol). Run at time 8 hour. The product is FC1=C(C=CC=C1F)[C@@]12N=C(SC[C@@H]1[C@H](OC2)CO)NC(C2=CC=CC=C2)=O (N-((4aS,5S,7aS)-7a-(2,3-difluorophenyl)-5-(hydroxymethyl)-4a,5,7,7a-tetrahydro-4H-furo[3,4-d][1,3]thiazin-2-yl)benzamide). As a reaction SMILES: [F:1][C:2]1[C:7]([F:8])=[CH:6][CH:5]=[CH:4][C:3]=1[C@:9]12[CH2:17][O:16][C@H:15]([CH2:18][O:19]C(C3C=CC=CC=3)(C3C=CC=CC=3)C3C=CC=CC=3)[C@H:14]1[CH2:13][S:12][C:11]([NH:39][C:40](=[O:47])[C:41]1[CH:46]=[CH:45][CH:44]=[CH:43][CH:42]=1)=[N:10]2.O.Cl>CO>[F:1][C:2]1[C:7]([F:8])=[CH:6][CH:5]=[CH:4][C:3]=1[C@:9]12[CH2:17][O:16][C@H:15]([CH2:18][OH:19])[C@H:14]1[CH2:13][S:12][C:11]([NH:39][C:40](=[O:47])[C:41]1[CH:42]=[CH:43][CH:44]=[CH:45][CH:46]=1)=[N:10]2. Reported procedure: N-((4aS,5S,7aS)-7a-(2,3-difluorophenyl)-5-((trityloxy)methyl)-4a,5,7,7a-tetrahydro-4H-furo[3,4-d][1,3]thiazin-2-yl)benzamide, obtained in preparation example 1-(5), (8.42 g) was suspended in methanol (100 mL) and water (3 mL) and conc. hydrochloric acid (5 mL) were added. The reaction mixture was stirred vigorously overnight, and then concentrated under reduced pressure to a volume of about 30 mL. The mixture was then carefully neutralised with NaHCO3 (sat., aq., 100 mL) and extracted with EtOAc...